This data is from the Open Reaction Database (ORD), a public repository of structured organic reaction records. The task is: describe an organic reaction: reactants, conditions, products, and yield Reactants: O=C([O-])[O-], [BH3-]C#N, CO, CC(=O)O, O=C(Cc1ccc(Cl)c(Cl)c1)N1CCNC2CCCC(N3CCCC3)C21, [Na+], [Na+], [Na+], O=Cc1ccccn1. Product: O=C(Cc1ccc(Cl)c(Cl)c1)N1CCN(Cc2ccccn2)C2CCCC(N3CCCC3)C21. As a reaction SMILES: [C:39](=[O:40])([O-:41])[O-:42].[C:9]([BH3-:10])#[N:11].[CH3:45][OH:46].[CH3:47][C:48](=[O:49])[OH:50].[Cl:13][c:14]1[cH:15][c:16]([CH2:21][C:22](=[O:23])[N:24]2[CH2:25][CH2:26][NH:27][CH:28]3[CH2:29][CH2:30][CH2:31][CH:32]([N:34]4[CH2:35][CH2:36][CH2:37][CH2:38]4)[CH:33]23)[cH:17][cH:18][c:19]1[Cl:20].[Na+:12].[Na+:43].[Na+:44].[n:1]1[c:2]([CH:7]=[O:8])[cH:3][cH:4][cH:5][cH:6]1>>[n:1]1[c:2]([CH2:7][N:27]2[CH2:26][CH2:25][N:24]([C:22]([CH2:21][c:16]3[cH:15][c:14]([Cl:13])[c:19]([Cl:20])[cH:18][cH:17]3)=[O:23])[CH:33]3[CH:28]2[CH2:29][CH2:30][CH2:31][CH:32]3[N:34]2[CH2:35][CH2:36][CH2:37][CH2:38]2)[cH:3][cH:4][cH:5][cH:6]1.